This data is from the Open Reaction Database (ORD), a public repository of structured organic reaction records. The task is: describe an organic reaction: reactants, conditions, products, and yield Reactants: BrC=1C(=NC(=NC1)Cl)NCCCCCNS(=O)(=O)C1=CC(=CC=C1)[N+](=O)[O-] (N-[5-(5-bromo-2-chloro-pyrimidin-4-ylamino)-pentyl]-3-nitro-benzenesulfonamide), [Sn](Cl)Cl (tin(II) chloride), C(=O)(O)[O-].[Na+] (NaHCO3), ice water. Run in C(C)O (ethanol). Conditions: temperature 70 celsius, time 30 minute. Product: NC=1C=C(C=CC1)S(=O)(=O)NCCCCCNC1=NC(=NC=C1Br)Cl (3-Amino-N-[5-(5-bromo-2-chloro-pyrimidin-4-ylamino)-pentyl]-benzenesulfonamide). As a reaction SMILES: [Br:1][C:2]1[C:3]([NH:9][CH2:10][CH2:11][CH2:12][CH2:13][CH2:14][NH:15][S:16]([C:19]2[CH:24]=[CH:23][CH:22]=[C:21]([N+:25]([O-])=O)[CH:20]=2)(=[O:18])=[O:17])=[N:4][C:5]([Cl:8])=[N:6][CH:7]=1.[Sn](Cl)Cl.C([O-])(O)=O.[Na+]>C(O)C>[NH2:25][C:21]1[CH:20]=[C:19]([S:16]([NH:15][CH2:14][CH2:13][CH2:12][CH2:11][CH2:10][NH:9][C:3]2[C:2]([Br:1])=[CH:7][N:6]=[C:5]([Cl:8])[N:4]=2)(=[O:17])=[O:18])[CH:24]=[CH:23][CH:22]=1 |f:2.3|. Reported procedure: A solution of 300 mg (0.63 mmol) of N-[5-(5-bromo-2-chloro-pyrimidin-4-ylamino)-pentyl]-3-nitro-benzenesulfonamide in 6 ml of ethanol is mixed with 600 mg of tin(II) chloride and stirred for 30 minutes at 70° C. After cooling, the reaction mixture is carefully added to ice water and made basic with saturated NaHCO3 solution. It is extracted with ethyl acetate (3×). The combined organic phases are dried (Na2SO4), filtered, and concentrated by evaporation. The remaining residue is purified by chro... Reactants: ClC=1C=CC(=C(C1)CN1C(OC(=N1)C1=CC=C(C=C1)C(F)(F)F)=O)OP(=O)(OCC1=CC=CC=C1)OCC1=CC=CC=C1 (3-[(5-chloro-2-[[bis[phenylmethyl]phosphono]oxy]phenyl)methyl]-5-[4-(trifluoromethyl)phenyl]-1,3,4-oxadiazol-2(3H)-one). Reagents/catalysts: [Pd] (Pd/C). Run in C(C)(=O)OCC (ethyl acetate), C(C)O (ethanol). Conditions: time 40 minute. Yields the product ClC=1C=CC(=C(C1)CN1C(OC(=N1)C1=CC=C(C=C1)C(F)(F)F)=O)OP(=O)(O)O (3-[(5-chloro-2-[phosphonooxy]phenyl)methyl]-5-[4-(trifluoromethyl)phenyl]-1,3,4-oxadiazol-2(3H)-one). Isolated yield 97.1%. As a reaction SMILES: [Cl:1][C:2]1[CH:3]=[CH:4][C:5]([O:25][P:26]([O:36]CC2C=CC=CC=2)([O:28]CC2C=CC=CC=2)=[O:27])=[C:6]([CH2:8][N:9]2[N:13]=[C:12]([C:14]3[CH:19]=[CH:18][C:17]([C:20]([F:23])([F:22])[F:21])=[CH:16][CH:15]=3)[O:11][C:10]2=[O:24])[CH:7]=1>C(OCC)(=O)C.C(O)C.[Pd]>[Cl:1][C:2]1[CH:3]=[CH:4][C:5]([O:25][P:26]([OH:28])([OH:36])=[O:27])=[C:6]([CH2:8][N:9]2[N:13]=[C:12]([C:14]3[CH:19]=[CH:18][C:17]([C:20]([F:22])([F:21])[F:23])=[CH:16][CH:15]=3)[O:11][C:10]2=[O:24])[CH:7]=1. Procedure: To a Parr hydrogenation flask containing 3.7 mg of 10% Pd/C was added a solution of 50 mg (0.080 mmol) of 3-[(5-chloro-2-[[bis[phenylmethyl]phosphono]oxy]phenyl)methyl]-5-[4-(trifluoromethyl)phenyl]-1,3,4-oxadiazol-2(3H)-one dissolved in 2 mL of ethyl acetate and 5 mL of ethanol. The mixture was hydrogenated at 40 psi for 40 minutes, filtered through celite and the filtrate was concentrated to give 35 mg of 3-[(5-chloro-2-[phosphonooxy]phenyl)methyl]-5-[4-(trifluoromethyl)phenyl]-1,3,4-oxadiazol... Starting materials: resultant mixture, FC1=CC=C(CCN2CCC(CC2)N2C=CC3=CC=C(C=C23)Br)C=C1 (1-[1-(4-Fluorophenethyl)piperidin-4-yl]-6-bromoindole), CN1C(=CC=C1)[Sn](CCCC)(CCCC)CCCC (1-methyl-2-tributylstannylpyrrole), CN1C=CC=C1 (1-methylpyrrole), [Cl-] (chloride). RXN SMILES: [F:1][C:2]1[CH:25]=[CH:24][C:5]([CH2:6][CH2:7][N:8]2[CH2:13][CH2:12][CH:11]([N:14]3[C:22]4[C:17](=[CH:18][CH:19]=[C:20](Br)[CH:21]=4)[CH:16]=[CH:15]3)[CH2:10][CH2:9]2)=[CH:4][CH:3]=1.[CH3:26][N:27]1[CH:31]=[CH:30][CH:29]=[C:28]1[Sn](CCCC)(CCCC)CCCC.CN1C=CC=C1.[Cl-]>C1(C)C=CC=CC=1.C(OCC)(=O)C>[F:1][C:2]1[CH:25]=[CH:24][C:5]([CH2:6][CH2:7][N:8]2[CH2:13][CH2:12][CH:11]([N:14]3[C:22]4[C:17](=[CH:18][CH:19]=[C:20]([C:28]5[N:27]([CH3:26])[CH:31]=[CH:30][CH:29]=5)[CH:21]=4)[CH:16]=[CH:15]3)[CH2:10][CH2:9]2)=[CH:4][CH:3]=1. Product: FC1=CC=C(CCN2CCC(CC2)N2C=CC3=CC=C(C=C23)C=2N(C=CC2)C)C=C1 (1-[1-(4-fluorophenethyl)piperidin-4-yl]-6-(1-methylpyrrol-2-yl)indole). Reported procedure: 1-[1-(4-Fluorophenethyl)piperidin-4-yl]-6-bromoindole (0.2 g) was dissolved in toluene (2.50 ml). Next, 1-methyl-2-tributylstannylpyrrole (1.44 g) synthesized in accordance with the method described in Tetrahedron Lett., 4407 (1986). with the use of 1-methylpyrrole and tributylthin chloride was added thereto and the resultant mixture was heated under reflux for 3 hr under nitrogen atmosphere. After adding ethyl acetate, the mixture was washed with brine, dried over anhydrous magnesium sulfate an... Run in C1(=CC=CC=C1)C (toluene), C(C)(=O)OCC (ethyl acetate). Isolated yield 57.5%.